From a dataset of the Open Reaction Database (ORD), a public repository of structured organic reaction records. describe an organic reaction: reactants, conditions, products, and yield Reactants: CN(C(C(=S)OCC)=CC=C(C(=O)OCC)C1=CC=CC=C1)C (diethyl 2-dimethylamino-5-phenylthio-2,4-hexadienedioate), CC[O-].[Na+] (sodium ethylate), C1(=CC=CC=C1)SCC(=O)OCC (ethyl (phenylthio)acetate), F[B-](F)(F)F.CN(C(=CC=[N+](C)C)C(C1=CC=CC=C1)=O)C (N-(3-dimethylamino-3-benzoylpropenylidene)-N-methylmethanaminium tetrafluoroborate), ethanolic solution. The solvent is C(C)O (ethanol). Yields the product CN(C(=CC=C(C(=S)OCC)C1=CC=CC=C1)C(C1=CC=CC=C1)=O)C (ethyl 5-dimethylamino-5-benzoyl-2-phenylthio-2,4-pentadienoate). Reaction SMILES: [CH3:1][N:2]([CH3:23])[C:3](=[CH:9][CH:10]=[C:11]([C:17]1[CH:22]=[CH:21][CH:20]=[CH:19][CH:18]=1)[C:12]([O:14][CH2:15][CH3:16])=O)[C:4]([O:6]CC)=S.F[B-](F)(F)F.CN(C)C(C(=O)[C:38]1[CH:43]=[CH:42][CH:41]=[CH:40][CH:39]=1)=CC=[N+](C)C.CC[O-].[Na+].C1([S:56]CC(OCC)=O)C=CC=CC=1>C(O)C>[CH3:23][N:2]([CH3:1])[C:3]([C:4](=[O:6])[C:38]1[CH:43]=[CH:42][CH:41]=[CH:40][CH:39]=1)=[CH:9][CH:10]=[C:11]([C:17]1[CH:18]=[CH:19][CH:20]=[CH:21][CH:22]=1)[C:12]([O:14][CH2:15][CH3:16])=[S:56] |f:1.2,3.4|. Reported procedure: The procedure is as in Example 2 for the preparation of diethyl 2-dimethylamino-5-phenylthio-2,4-hexadienedioate, starting with N-(3-dimethylamino-3-benzoylpropenylidene)-N-methylmethanaminium tetrafluoroborate (5 g), a 2M ethanolic solution of sodium ethylate (7.9 cc) and ethyl (phenylthio)acetate (3.1 g) in ethanol (50 cc). After purification by chromatography on a silica column with a mixture of cyclohexane and ethyl acetate (80:20 by volume) as eluent, ethyl 5-dimethylamino-5-benzoyl-2-pheny... The reactants are FC(C(=O)O)(F)F (trifluoroacetic acid), CN(C)C(Cl)(Cl)N(C)C (bis(dimethylamino)dichloromethane). Conditions: time 1 hour. Yields the product FC(C(=O)[O-])(F)F.CN(C)[C+](Cl)N(C)C (bis(dimethylamino)chlorocarbenium trifluoroacetate). Yield: 96.3%. As a reaction SMILES: [F:1][C:2]([F:7])([F:6])[C:3]([OH:5])=[O:4].[CH3:8][N:9]([C:11]([N:14]([CH3:16])[CH3:15])(Cl)[Cl:12])[CH3:10]>>[F:1][C:2]([F:7])([F:6])[C:3]([O-:5])=[O:4].[CH3:8][N:9]([C+:11]([N:14]([CH3:16])[CH3:15])[Cl:12])[CH3:10] |f:2.3|. Procedure details: 2.1 g (18.4 mmol) of trifluoroacetic acid are added with stirring to 3.0 g (17.5 mmol) of bis(dimethylamino)dichloromethane. The reaction is stirred for one hour at room temperature, and all volatile products are subsequently removed under reduced pressure at 7 Pa and 60° C., giving 4.19 g of bis(dimethylamino)chlorocarbenium trifluoroacetate as a very viscous oil, corresponding to a yield of 96.1%. Reported procedure: A 4-neck 22 L round bottom flask equipped with a nitrogen inlet, mechanical stirrer and thermowell was charged with chloroacetyl chloride (605 mL, 857.5 g, 7.59 mol, 2 equiv), powdered potassium carbonate (1153.7 g, 8.36 mol, 2.2 equiv) and dichloromethane (10 L). The resulting suspension was cooled by an ice bath and a solution of 5-(methyloxy)-6-nitro-2,3-dihydro-1H-indole (737 g, 3.795 moll in 4 L dichloromethane) produced in accordance with step D, immediately above, was added slowly. The re... The solvent is O (water). The reactants are 22L, O1CCCC1 (tetrahydrofuran), Cl.CNC (dimethylamine hydrochloride salt), ClCC(=O)N1CCC2=CC(=C(C=C12)[N+](=O)[O-])OC (1-(chloroacetyl)-5-(methyloxy)-6-nitro-2,3-dihydro-1H-indole), C([O-])([O-])=O.[K+].[K+] (potassium carbonate). As a reaction SMILES: Cl[CH2:2][C:3]([N:5]1[C:13]2[C:8](=[CH:9][C:10]([O:17][CH3:18])=[C:11]([N+:14]([O-:16])=[O:15])[CH:12]=2)[CH2:7][CH2:6]1)=[O:4].C(=O)([O-])[O-].[K+].[K+].O1CCCC1.Cl.[CH3:31][NH:32][CH3:33]>O>[CH3:31][N:32]([CH3:33])[CH2:2][C:3]([N:5]1[C:13]2[C:8](=[CH:9][C:10]([O:17][CH3:18])=[C:11]([N+:14]([O-:16])=[O:15])[CH:12]=2)[CH2:7][CH2:6]1)=[O:4] |f:1.2.3,5.6|. Yield: 143.1%. Yields the product CN(CC(=O)N1CCC2=CC(=C(C=C12)[N+](=O)[O-])OC)C (N,N-dimethyl-2-[5-(methyloxy)-6-nitro-2,3-dihydro-1H-indol-1-yl]-2-oxoethanamine). The reactants are CC(C)([O-])C.[K+] (potassium-tert-butoxide), C(CC(=O)OC)(=O)OC (dimethyl malonate), FC1=C(C=C(C=C1)F)[N+](=O)[O-] (2,5-difluoronitrobenzene), ice water, Cl (hydrochloric acid). The solvent is CN1C(CCC1)=O (N-methylpyrrolidone). Reaction conditions: time 2 hour. Product: FC1=CC(=C(C=C1)C(C(=O)OC)C(=O)OC)[N+](=O)[O-] (Dimethyl 2-(4-fluoro-2-nitrophenyl)-malonate). As a reaction SMILES: CC(C)([O-])C.[K+].[C:7]([O:14][CH3:15])(=[O:13])[CH2:8][C:9]([O:11][CH3:12])=[O:10].F[C:17]1[CH:22]=[CH:21][C:20]([F:23])=[CH:19][C:18]=1[N+:24]([O-:26])=[O:25].Cl>CN1CCCC1=O>[F:23][C:20]1[CH:21]=[CH:22][C:17]([CH:8]([C:7]([O:14][CH3:15])=[O:13])[C:9]([O:11][CH3:12])=[O:10])=[C:18]([N+:24]([O-:26])=[O:25])[CH:19]=1 |f:0.1|. Procedure: 185 g potassium-tert-butoxide are added to a solution of 188 ml of dimethyl malonate in 970 ml N-methylpyrrolidone while cooling with ice and the mixture is stirred for 2 hours. Over a period of 30 minutes 150 ml of 2,5-difluoronitrobenzene are added dropwise to the slurry formed and then the mixture is stirred for 6 hours at 85° C. The mixture is poured onto 4 litres of ice water and 250 ml of concentrated hydrochloric acid and extracted with 2 litres of ethyl acetate. The organic phase is drie... The reactants are ClC1=NC2=CC(=C(C=C2C(=N1)Cl)Cl)OC (2,4,6-trichloro-7-methoxyquinazoline), N (ammonia). The product is ClC1=NC2=CC(=C(C=C2C(=N1)N)Cl)OC (2,6-dichloro-4-amino-7-methoxyquinazoline). Isolated yield 58.0%. As a reaction SMILES: [Cl:1][C:2]1[N:11]=[C:10](Cl)[C:9]2[C:4](=[CH:5][C:6]([O:14][CH3:15])=[C:7]([Cl:13])[CH:8]=2)[N:3]=1.[NH3:16]>>[Cl:1][C:2]1[N:11]=[C:10]([NH2:16])[C:9]2[C:4](=[CH:5][C:6]([O:14][CH3:15])=[C:7]([Cl:13])[CH:8]=2)[N:3]=1. Reported procedure: Reaction of 2,4,6-trichloro-7-methoxyquinazoline with ammonia as described above afforded 2,6-dichloro-4-amino-7-methoxyquinazoline as a white solid, M.P., 300° C. in 58% yield. Reactants: C(#N)C1=C(C=C(C=C1)C1=CC(=NC(=N1)NC)N1C[C@H](OC[C@H]1C)C(=O)NCC1=CC=CC=C1)F ((2S,5R)-4-[6-(4-cyano-3-fluorophenyl)-2-(methylamino)-4-pyrimidinyl]-5-methyl-N-(phenylmethyl)-2-morpholinecarboxamide), O.NN (hydrazine monohydrate). The solvent is O1CCOCC1 (1,4-dioxane). Reaction conditions: temperature 100 celsius, time 18 hour. The product is NC1=NNC2=CC(=CC=C12)C1=CC(=NC(=N1)NC)N1C[C@H](OC[C@H]1C)C(=O)NCC1=CC=CC=C1 ((2S,5R)-4-[6-(3-Amino-1H-indazol-6-yl)-2-(methylamino)-4-pyrimidinyl]-5-methyl-N-(phenylmethyl)-2-morpholinecarboxamide). Yield: 76.6%. Reaction SMILES: [C:1]([C:3]1[CH:8]=[CH:7][C:6]([C:9]2[N:14]=[C:13]([NH:15][CH3:16])[N:12]=[C:11]([N:17]3[C@H:22]([CH3:23])[CH2:21][O:20][C@H:19]([C:24]([NH:26][CH2:27][C:28]4[CH:33]=[CH:32][CH:31]=[CH:30][CH:29]=4)=[O:25])[CH2:18]3)[CH:10]=2)=[CH:5][C:4]=1F)#[N:2].O.[NH2:36][NH2:37]>O1CCOCC1>[NH2:2][C:1]1[C:3]2[C:4](=[CH:5][C:6]([C:9]3[N:14]=[C:13]([NH:15][CH3:16])[N:12]=[C:11]([N:17]4[C@H:22]([CH3:23])[CH2:21][O:20][C@H:19]([C:24]([NH:26][CH2:27][C:28]5[CH:33]=[CH:32][CH:31]=[CH:30][CH:29]=5)=[O:25])[CH2:18]4)[CH:10]=3)=[CH:7][CH:8]=2)[NH:37][N:36]=1 |f:1.2|. Procedure details: A mixture of (2S,5R)-4-[6-(4-cyano-3-fluorophenyl)-2-(methylamino)-4-pyrimidinyl]-5-methyl-N-(phenylmethyl)-2-morpholinecarboxamide (302 mg, 0.66 mmol) and hydrazine monohydrate (0.41 mL, 13.18 mmol) in 1,4-dioxane (5 mL) was stirred at 100° C. in a sealed tube for 18 hours. The reaction mixture was cooled and concentrated in vacuo, and the residue was purified by flash chromatography (60 g SiO2, CH2Cl2 to 90/10/1 CH2Cl2/CH3OH/NH4OH gradient) to give the title compound (239 mg) as a light yellow... Starting materials: I.IC1=C(C(=NC=N1)NC1=CC(=C(C=C1)OC=1C=NC(=CC1)C)C)N (6-Iodo-N4-{3-methyl-4-[(6-methylpyridin-3-yl)oxy]phenyl}pyrimidine-4,5-diamine hydriodide), C(C=CC#C)O (2-penten-4-yn-1-ol). The reagents and catalysts are Cl[Pd]([P](C1=CC=CC=C1)(C2=CC=CC=C2)C3=CC=CC=C3)([P](C4=CC=CC=C4)(C5=CC=CC=C5)C6=CC=CC=C6)Cl (trans-dichlorobis(triphenylphosphine)palladium(II)), [Cu]I (copper(I) iodide). Solvent: C(C)#N (acetonitrile), C(C)N(CC)CC (triethylamine). The product is NC=1C(=NC=NC1NC1=CC(=C(C=C1)OC=1C=NC(=CC1)C)C)C#C/C=C/CO ((2E)-5-[5-amino-6-({3-methyl-4-[(6-methylpyridin-3-yl)oxy]phenyl}amino)pyrimidin-4-yl]-2-penten-4-yn-1-ol). The yield is 106.6%. As a reaction SMILES: I.I[C:3]1[N:8]=[CH:7][N:6]=[C:5]([NH:9][C:10]2[CH:15]=[CH:14][C:13]([O:16][C:17]3[CH:18]=[N:19][C:20]([CH3:23])=[CH:21][CH:22]=3)=[C:12]([CH3:24])[CH:11]=2)[C:4]=1[NH2:25].[CH2:26]([OH:31])[CH:27]=[CH:28][C:29]#[CH:30]>C(#N)C.C(N(CC)CC)C.Cl[Pd](Cl)([P](C1C=CC=CC=1)(C1C=CC=CC=1)C1C=CC=CC=1)[P](C1C=CC=CC=1)(C1C=CC=CC=1)C1C=CC=CC=1.[Cu]I>[NH2:25][C:4]1[C:3]([C:30]#[C:29]/[CH:28]=[CH:27]/[CH2:26][OH:31])=[N:8][CH:7]=[N:6][C:5]=1[NH:9][C:10]1[CH:15]=[CH:14][C:13]([O:16][C:17]2[CH:18]=[N:19][C:20]([CH3:23])=[CH:21][CH:22]=2)=[C:12]([CH3:24])[CH:11]=1 |f:0.1,^1:44,63|. Procedure: 6-Iodo-N4-{3-methyl-4-[(6-methylpyridin-3-yl)oxy]phenyl}pyrimidine-4,5-diamine hydriodide (507 mg) was dissolved in a mixed solvent of acetonitrile (19.4 mL)/triethylamine (14.5 mL), 2-penten-4-yn-1-ol (106 mg), trans-dichlorobis(triphenylphosphine)palladium(II) (38.8 mg) and copper(I) iodide (13.4 mg) were sequentially added. The title compound (373 mg) was obtained as a powder by the reaction in the same manner as in Example 9 (iv). Reactants: [N+](=O)([O-])C1=CC=C(C(C=O)=C1)O (5-nitrosalicylaldehyde), [H-].[Na+] (NaH), CI (methyl iodide). Run in CN(C)C=O (DMF). Conditions: temperature 60 celsius, time 8.5 hour. The product is COC1=C(C=O)C=C(C=C1)[N+](=O)[O-] (2-methoxy-5-nitrobenzaldehyde). The yield is 87.4%. RXN SMILES: [N+:1]([C:4]1[CH:11]=[C:8]([CH:9]=[O:10])[C:7]([OH:12])=[CH:6][CH:5]=1)([O-:3])=[O:2].[H-].[Na+].[CH3:15]I>CN(C=O)C>[CH3:15][O:12][C:7]1[CH:6]=[CH:5][C:4]([N+:1]([O-:3])=[O:2])=[CH:11][C:8]=1[CH:9]=[O:10] |f:1.2|. Procedure details: To a solution of 5-nitrosalicylaldehyde (1.00 g, 6.0 mmol) in DMF (20 ml) was added NaH (246 mg) and methyl iodide (2.56 g, 18 mmol) at 0° C. The mixture was stirred for 8.5 hr at 60° C. After the reaction mixture was extracted with ether, the extract was washed with aqueous NaHCO3, brine and 5%-HCl/aq.NaCl, dried over MgSO4 and concentrated in vacuo to afford 2-methoxy-5-nitrobenzaldehyde (0.95 g, 87.8%) as a yellow needle. The reactants are aldehyde, hydrate, BrC1=NC(=C(N=C1)OC)OC (2-bromo 5,6-dimethoxypyrazine), C(CCC)[Li] (butyllithium), CN(C)C=O (DMF). The solvent is CCOCC (ether). Reaction conditions: temperature -35 celsius, time 0.5 hour. Product: COC1=NC=C(N=C1OC)C=O (2,3-dimethoxy-5-formylpyrazine). As a reaction SMILES: Br[C:2]1[CH:7]=[N:6][C:5]([O:8][CH3:9])=[C:4]([O:10][CH3:11])[N:3]=1.C([Li])CCC.CN([CH:20]=[O:21])C>CCOCC>[CH3:9][O:8][C:5]1[C:4]([O:10][CH3:11])=[N:3][C:2]([CH:20]=[O:21])=[CH:7][N:6]=1. Procedure details: To a stirred solution of 4.85 gm of 2-bromo 5,6-dimethoxypyrazine in 80 ml of dry ether under N2 at -35° C. was added dropwise 14.5 ml of n butyllithium (1.6 N in hexanes). After stirring for 0.5 hours at -35° C. 5.74 ml of dry DMF was added dropwise to the reaction mixture. This dark brown homogeneous solution was stirred at -20° C. for 1 hour and at 25° C. for 0.5 hours, then was quenched with an aqueous solution of NH4Cl. The reaction mixture was extracted with methylene chloride, and the org... The reactants are C1(=CC=CC=C1)P(C1=CC=CC=C1)C1=CC=CC=C1 (Triphenylphosphine), CC=1N=CC2=CC(=CC=C2C1)O (3-Methylisoquinolin-7-ol), C(C)(C)(C)[C@H]1CC[C@H](CC1)O (cis-4-tert-butylcyclohexanol), C1(=CC=CC=C1)C (Toluene), N(=NC(=O)OC(C)C)C(=O)OC(C)C (Diisopropyl azodicarboxylate). Conditions: time 15 minute. Product: C(C)(C)(C)[C@@H]1CC[C@H](CC1)OC1=CC=C2C=C(N=CC2=C1)C (7-(trans 4-tert-butylcyclohexyloxy)-3-methylisoquinoline). As a reaction SMILES: C1(P(C2C=CC=CC=2)C2C=CC=CC=2)C=CC=CC=1.[CH3:20][C:21]1[N:22]=[CH:23][C:24]2[C:29]([CH:30]=1)=[CH:28][CH:27]=[C:26]([OH:31])[CH:25]=2.[C:32]([C@@H:36]1[CH2:41][CH2:40][C@H:39](O)[CH2:38][CH2:37]1)([CH3:35])([CH3:34])[CH3:33].C1(C)C=CC=CC=1.N(C(OC(C)C)=O)=NC(OC(C)C)=O>>[C:32]([C@H:36]1[CH2:41][CH2:40][C@H:39]([O:31][C:26]2[CH:25]=[C:24]3[C:29]([CH:30]=[C:21]([CH3:20])[N:22]=[CH:23]3)=[CH:28][CH:27]=2)[CH2:38][CH2:37]1)([CH3:35])([CH3:34])[CH3:33]. Reported procedure: Triphenylphosphine (5.14 g, 19.6 mmol) was added to a solution of 3-Methylisoquinolin-7-ol (2.08 g, 13.1 mmol) and cis-4-tert-butylcyclohexanol (3.06 g, 19.6 mmol) in Toluene (60 mL, 600 mmol). The mixture was stirred for 15 minutes then Diisopropyl azodicarboxylate (3.86 mL, 19.6 mmol) was added. The mixture was then stirred at room temperature overnight. The solvent was removed under vacuum. The crude product was dissolved in methylene chloride, adsorbed onto silica gel and purified by flash c...